Dataset: the Open Reaction Database (ORD), a public repository of structured organic reaction records. Task: describe an organic reaction: reactants, conditions, products, and yield The reactants are O=C(OCc1ccccc1)C1(N(CCCO)S(=O)(=O)c2ccc(Oc3ccc(F)cc3)cc2)CCCC1, CCOCC, CCCCCC, CC(C)=O. The product is O=C(O)CCN(C1(C(=O)OCc2ccccc2)CCCC1)S(=O)(=O)c1ccc(Oc2ccc(F)cc2)cc1. As a reaction SMILES: [CH2:1]([c:2]1[cH:3][cH:4][cH:5][cH:6][cH:7]1)[O:8][C:9](=[O:10])[C:11]1([N:16]([CH2:17][CH2:18][CH2:19][OH:20])[S:21](=[O:22])(=[O:23])[c:24]2[cH:25][cH:26][c:27]([O:30][c:31]3[cH:32][cH:33][c:34]([F:37])[cH:35][cH:36]3)[cH:28][cH:29]2)[CH2:12][CH2:13][CH2:14][CH2:15]1.[CH3:38][CH2:39][O:40][CH2:41][CH3:42].[CH3:43][CH2:44][CH2:45][CH2:46][CH2:47][CH3:48].[CH3:49][C:50](=[O:51])[CH3:52]>>[CH2:1]([c:2]1[cH:3][cH:4][cH:5][cH:6][cH:7]1)[O:8][C:9](=[O:10])[C:11]1([N:16]([CH2:17][CH2:18][C:19](=[O:20])[OH:40])[S:21](=[O:22])(=[O:23])[c:24]2[cH:25][cH:26][c:27]([O:30][c:31]3[cH:32][cH:33][c:34]([F:37])[cH:35][cH:36]3)[cH:28][cH:29]2)[CH2:12][CH2:13][CH2:14][CH2:15]1. The reactants are COCC(=O)O, ClCCl, COc1cc(OCC2CCCN2)c2c(Nc3ccc(F)c(Cl)c3)ncnc2c1. Yields the product COCC(=O)N1CCCC1COc1cc(OC)cc2ncnc(Nc3ccc(F)c(Cl)c3)c12. Reaction SMILES: [CH3:1][O:2][CH2:3][C:4](=[O:5])[OH:6].[Cl:35][CH2:36][Cl:37].[Cl:7][c:8]1[cH:9][c:10]([NH:15][c:16]2[n:17][cH:18][n:19][c:20]3[cH:21][c:22]([O:33][CH3:34])[cH:23][c:24]([O:26][CH2:27][CH:28]4[NH:29][CH2:30][CH2:31][CH2:32]4)[c:25]23)[cH:11][cH:12][c:13]1[F:14]>>[CH3:1][O:2][CH2:3][C:4](=[O:6])[N:29]1[CH:28]([CH2:27][O:26][c:24]2[cH:23][c:22]([O:33][CH3:34])[cH:21][c:20]3[n:19][cH:18][n:17][c:16]([NH:15][c:10]4[cH:9][c:8]([Cl:7])[c:13]([F:14])[cH:12][cH:11]4)[c:25]32)[CH2:32][CH2:31][CH2:30]1.